Task: describe an organic reaction: reactants, conditions, products, and yield. Dataset: the Open Reaction Database (ORD), a public repository of structured organic reaction records The reactants are BrC=1C=CC2=C(N(C(=N2)OC2COC2)C2=NC(=NC=C2)N)C1 (4-[6-bromo-2-(oxetan-3-yloxy)-1H-1,3-benzodiazol-1-yl]pyrimidin-2-amine), CC1=CC(=NO1)[C@@](C)(C#C)O ((2R)-2-(5-methyl-1,2-oxazol-3-yl)but-3-yn-2-ol). The product is NC1=NC=CC(=N1)N1C(=NC2=C1C=C(C=C2)C#C[C@@](C)(O)C2=NOC(=C2)C)OC2COC2 ((2R)-4-[1-(2-aminopyrimidin-4-yl)-2-(oxetan-3-yloxy)-1H-1,3-benzodiazol-6-yl]-2-(5-methyl-1,2-oxazol-3-yl)but-3-yn-2-ol). Reaction SMILES: Br[C:2]1[CH:3]=[CH:4][C:5]2[N:9]=[C:8]([O:10][CH:11]3[CH2:14][O:13][CH2:12]3)[N:7]([C:15]3[CH:20]=[CH:19][N:18]=[C:17]([NH2:21])[N:16]=3)[C:6]=2[CH:22]=1.[CH3:23][C:24]1[O:28][N:27]=[C:26]([C@:29]([OH:33])([C:31]#[CH:32])[CH3:30])[CH:25]=1>>[NH2:21][C:17]1[N:16]=[C:15]([N:7]2[C:6]3[CH:22]=[C:2]([C:32]#[C:31][C@:29]([C:26]4[CH:25]=[C:24]([CH3:23])[O:28][N:27]=4)([OH:33])[CH3:30])[CH:3]=[CH:4][C:5]=3[N:9]=[C:8]2[O:10][CH:11]2[CH2:14][O:13][CH2:12]2)[CH:20]=[CH:19][N:18]=1. Procedure: The title compound was prepared by the method described in Example 142-b, by reacting 4-[6-bromo-2-(oxetan-3-yloxy)-1H-1,3-benzodiazol-1-yl]pyrimidin-2-amine with (2R)-2-(5-methyl-1,2-oxazol-3-yl)but-3-yn-2-ol: 1H NMR (500 MHz, DMSO) delta 1.81 (3H, s), 2.40 (3H, s), 4.80-4.71 (2H, m), 4.96 (2H, t, J=7.1 Hz), 5.87-5.78 (1H, m), 6.37 (1H, s), 6.46 (1 H, s), 7.22-7.04 (3H, m), 7.28 (1H, dd, J=8.2, 1.5 Hz), 7.45 (1H, d, J=8.2 Hz), 8.18 (1H, s), 8.42 (1 H, d, J=5.5 Hz); LC-MS: m/z=+433.15 (M+H)+. Starting materials: NC1=C(C=CC(=C1)Cl)C1=C(C(NN1)=O)C(=O)OCC (ethyl 5-(2-amino-4-chloro-phenyl)-3-oxo-2,3-dihydro-1H-pyrazole-4-carboxylate). Solvent: CN(C=O)C (dimethylformamide). The product is ClC=1C=CC=2C3=C(C(=NC2C1)O)C(NN3)=O (7-Chloro-4-hydroxy-2,3-dihydro-1H-pyrazolo[4,3-c]quinolin-3-one). Reaction SMILES: [NH2:1][C:2]1[CH:7]=[C:6]([Cl:8])[CH:5]=[CH:4][C:3]=1[C:9]1[NH:13][NH:12][C:11](=[O:14])[C:10]=1[C:15]([O:17]CC)=O>CN(C)C=O>[Cl:8][C:6]1[CH:5]=[CH:4][C:3]2[C:9]3[NH:13][NH:12][C:11](=[O:14])[C:10]=3[C:15]([OH:17])=[N:1][C:2]=2[CH:7]=1. Reported procedure: 3.1 g (0.011 mol) of ethyl 5-(2-amino-4-chloro-phenyl)-3-oxo-2,3-dihydro-1H-pyrazole-4-carboxylate were dissolved in 30 ml of dimethylformamide and boiled under reflux for 2 hrs. The mixture was concentrated, the residue was suspended in 150 ml of methanol at reflux, cooled, suction filtered and dried in a vacuum. Yield: 1.1 g (42%) of 7-chloro-4-hydroxy-2,3-dihydro-1H-pyrazolo[4,3-c]quinolin-3-one as brownish crystals; m.p. >350° C. Starting materials: ClC1=CC=C(CC=2C(NC(NC2)=S)=O)C=C1 (5-(4-chlorobenzyl)-2-thiouracil), CI (methyl iodide), [OH-].[Na+] (sodium hydroxide). Solvent: O (water), C(C)O (ethanol). The product is ClC1=CC=C(CC=2C(NC(=NC2)SC)=O)C=C1 (5-(4-chlorobenzyl)-2-methylthio-4-pyrimidone). Isolated yield 91.2%. As a reaction SMILES: [Cl:1][C:2]1[CH:16]=[CH:15][C:5]([CH2:6][C:7]2[C:8](=[O:14])[NH:9][C:10](=[S:13])[NH:11][CH:12]=2)=[CH:4][CH:3]=1.[CH3:17]I.[OH-].[Na+]>O.C(O)C>[Cl:1][C:2]1[CH:3]=[CH:4][C:5]([CH2:6][C:7]2[C:8](=[O:14])[NH:9][C:10]([S:13][CH3:17])=[N:11][CH:12]=2)=[CH:15][CH:16]=1 |f:2.3|. Procedure: A solution of 5-(4-chlorobenzyl)-2-thiouracil (50.5 g), methyl iodide (28.4 g) and sodium hydroxide (8.2 g) in water (200 ml) and ethanol (400 ml) was stirred at 60° for 30 minutes then allowed to cool. The crystalline product was filtered and washed with water to give 5-(4-chlorobenzyl)-2-methylthio-4-pyrimidone (48.6 g), m.p. 193°-194° (methanol/ethanol). The reactants are COC(=O)C(=NOC1(C(=O)O)CCCC1)c1ccco1, CON, CS(C)=O. Product: CONC(=O)C1(ON=C(C(=O)OC)c2ccco2)CCCC1. RXN SMILES: [C:1](=[O:2])([OH:3])[C:4]1([O:9][N:10]=[C:11]([C:12](=[O:13])[O:14][CH3:15])[c:16]2[o:17][cH:18][cH:19][cH:20]2)[CH2:5][CH2:6][CH2:7][CH2:8]1.[CH3:21][O:22][NH2:23].[CH3:24][S:25]([CH3:26])=[O:27]>>[C:1](=[O:3])([C:4]1([O:9][N:10]=[C:11]([C:12](=[O:13])[O:14][CH3:15])[c:16]2[o:17][cH:18][cH:19][cH:20]2)[CH2:5][CH2:6][CH2:7][CH2:8]1)[NH:23][O:22][CH3:21]. The reactants are [OH-].[Na+] (NaOH), ClC1=CC=C(C=2N=C(SC21)N)C (7-chloro-4-methyl-benzothiazol-2-ylamine). The solvent is C(CO)O (ethylene glycol). Conditions: temperature 150 celsius, time 1 day. The product is NC1=C(C(=CC=C1C)Cl)S (2-amino-6-chloro-3-methyl-benzenethiol). The yield is 54.3%. RXN SMILES: [OH-].[Na+].[Cl:3][C:4]1[C:12]2[S:11]C(N)=[N:9][C:8]=2[C:7]([CH3:14])=[CH:6][CH:5]=1>C(O)CO>[NH2:9][C:8]1[C:7]([CH3:14])=[CH:6][CH:5]=[C:4]([Cl:3])[C:12]=1[SH:11] |f:0.1|. Reported procedure: To a solution of NaOH (10N, 8.0 mL) was added 7-chloro-4-methyl-benzothiazol-2-ylamine (530 mg, 2.67 mmol) and ethylene glycol (10 mL) then the reaction mixture was stirred at 150° C. for 1 day. After being cooled down, the reaction mixture was filtered. The filtrate was extracted with DCM. The aqueous phase was acidified with HCl 1N and extracted with DCM. Then, the combined organic phases were washed with brine, dried over MgSO4, filtered and evaporated to yield 2-amino-6-chloro-3-methyl-benze... The reactants are Cl, CCCc1c(Cc2ccc(-c3ccccc3-c3noc(=O)[nH]3)cc2)c(=O)n(C2CCC3(CC2)OCCO3)c2nc(C)nn12, C1CCOC1. Product: CCCc1c(Cc2ccc(-c3ccccc3-c3noc(=O)[nH]3)cc2)c(=O)n(C2CCC(=O)CC2)c2nc(C)nn12. As a reaction SMILES: [ClH:44].[O:1]1[CH2:3][CH2:2][O:4][C:5]12[CH2:6][CH2:7][CH:8]([n:11]1[c:12]3[n:13]([c:14]([CH2:37][CH2:38][CH3:39])[c:15]([CH2:18][c:19]4[cH:20][cH:21][c:22](-[c:25]5[c:26](-[c:31]6[n:32][o:33][c:34](=[O:36])[nH:35]6)[cH:27][cH:28][cH:29][cH:30]5)[cH:23][cH:24]4)[c:16]1=[O:17])[n:40][c:41]([CH3:43])[n:42]3)[CH2:9][CH2:10]2.[O:45]1[CH2:46][CH2:47][CH2:48][CH2:49]1>>[O:4]=[C:5]1[CH2:6][CH2:7][CH:8]([n:11]2[c:12]3[n:13]([c:14]([CH2:37][CH2:38][CH3:39])[c:15]([CH2:18][c:19]4[cH:20][cH:21][c:22](-[c:25]5[c:26](-[c:31]6[n:32][o:33][c:34](=[O:36])[nH:35]6)[cH:27][cH:28][cH:29][cH:30]5)[cH:23][cH:24]4)[c:16]2=[O:17])[n:40][c:41]([CH3:43])[n:42]3)[CH2:9][CH2:10]1. As a reaction SMILES: [CH2:39]1[O:40][CH2:41][CH2:42][CH2:43]1.[CH3:14][C:15]([CH2:16][CH3:17])([CH3:18])[c:19]1[n:20][c:21]2[c:22]([n:23]1[CH2:24][CH:25]1[CH2:26][CH2:27][O:28][CH2:29][CH2:30]1)[cH:31][cH:32][c:33]([S:35](=[O:36])(=[O:37])[Cl:38])[cH:34]2.[CH:1]1([NH:4][C:5](=[O:6])[c:7]2[cH:8][nH:9][cH:10][cH:11]2)[CH2:2][CH2:3]1.[H-:12].[Na+:13]>>[CH:1]1([NH:4][C:5](=[O:6])[c:7]2[cH:8][n:9]([S:35]([c:33]3[cH:32][cH:31][c:22]4[c:21]([n:20][c:19]([C:15]([CH3:14])([CH2:16][CH3:17])[CH3:18])[n:23]4[CH2:24][CH:25]4[CH2:26][CH2:27][O:28][CH2:29][CH2:30]4)[cH:34]3)(=[O:36])=[O:37])[cH:10][cH:11]2)[CH2:2][CH2:3]1. Reactants: C1CCOC1, CCC(C)(C)c1nc2cc(S(=O)(=O)Cl)ccc2n1CC1CCOCC1, O=C(NC1CC1)c1cc[nH]c1, [H-], [Na+]. Yields the product CCC(C)(C)c1nc2cc(S(=O)(=O)n3ccc(C(=O)NC4CC4)c3)ccc2n1CC1CCOCC1. The reactants are C1(=CC=CC=C1)OC(NC=1C(=NC(=C(C1)C)C)OC)=S (Phenyl-N-(5,6-dimethyl-2-methoxypyridin-3-yl)thiocarbamate), ClC=1C=C(C=CC1)N1CCNCC1 (1-(3-chlorophenyl)piperazine). Isolated yield 69.0%. Reported procedure: Phenyl-N-(5,6-dimethyl-2-methoxypyridin-3-yl)thiocarbamate and 1-(3-chlorophenyl)piperazine were reacted by the same way with the example 1 to obtain the titled compound. RXN SMILES: C1(O[C:8](=[S:20])[NH:9][C:10]2[C:11]([O:18][CH3:19])=[N:12][C:13]([CH3:17])=[C:14]([CH3:16])[CH:15]=2)C=CC=CC=1.[Cl:21][C:22]1[CH:23]=[C:24]([N:28]2[CH2:33][CH2:32][NH:31][CH2:30][CH2:29]2)[CH:25]=[CH:26][CH:27]=1>>[CH3:16][C:14]1[CH:15]=[C:10]([NH:9][C:8]([N:31]2[CH2:30][CH2:29][N:28]([C:24]3[CH:25]=[CH:26][CH:27]=[C:22]([Cl:21])[CH:23]=3)[CH2:33][CH2:32]2)=[S:20])[C:11]([O:18][CH3:19])=[N:12][C:13]=1[CH3:17]. Product: CC=1C=C(C(=NC1C)OC)NC(=S)N1CCN(CC1)C1=CC(=CC=C1)Cl (1-[(5,6-dimethyl-2-methoxypyridin-3-yl)aminothiocarbonyl]-4-(3-chlorophenyl) piperazine).